From a dataset of the Open Reaction Database (ORD), a public repository of structured organic reaction records. describe an organic reaction: reactants, conditions, products, and yield Reactants: ClC=1C=C(C=C(C1OC1=CC(=C(C=C1)O)C=O)Cl)N1N=CC(NC1=O)=O (2-[3,5-dichloro-4-(3-formyl-4-hydroxy-phenoxy)-phenyl]-2H-[1,2,4]triazine-3,5-dione), C(C)(=O)O (acetic acid), N1CCCCC1 (piperidine), C(C)(=O)O[BH-](OC(C)=O)OC(C)=O.[Na+] (sodium triacetoxyborohydride). The solvent is ClCCl (dichloromethane), CN(C=O)C (dimethylformamide), C(C)(=O)OCC (ethyl acetate), CO (methanol), C(C)(=O)OCC (ethyl acetate). Conditions: time 6 hour. Product: ClC=1C=C(C=C(C1OC1=CC(=C(C=C1)O)CN1CCCCC1)Cl)N1N=CC(NC1=O)=O (2-[3,5-Dichloro-4-(4-hydroxy-3-piperidin-1-ylmethyl-phenoxy)-phenyl]-2H-[1,2,4]triazine-3,5-dione). Reaction SMILES: [Cl:1][C:2]1[CH:3]=[C:4]([N:19]2[C:24](=[O:25])[NH:23][C:22](=[O:26])[CH:21]=[N:20]2)[CH:5]=[C:6]([Cl:18])[C:7]=1[O:8][C:9]1[CH:14]=[CH:13][C:12]([OH:15])=[C:11]([CH:16]=O)[CH:10]=1.C(O)(=O)C.[NH:31]1[CH2:36][CH2:35][CH2:34][CH2:33][CH2:32]1.C(O[BH-](OC(=O)C)OC(=O)C)(=O)C.[Na+]>ClCCl.CN(C)C=O.CO.C(OCC)(=O)C>[Cl:1][C:2]1[CH:3]=[C:4]([N:19]2[C:24](=[O:25])[NH:23][C:22](=[O:26])[CH:21]=[N:20]2)[CH:5]=[C:6]([Cl:18])[C:7]=1[O:8][C:9]1[CH:14]=[CH:13][C:12]([OH:15])=[C:11]([CH2:16][N:31]2[CH2:36][CH2:35][CH2:34][CH2:33][CH2:32]2)[CH:10]=1 |f:3.4|. Procedure details: To a stirred solution of 2-[3,5-dichloro-4-(3-formyl-4-hydroxy-phenoxy)-phenyl]-2H-[1,2,4]triazine-3,5-dione (100 mg) in dichloromethane (3 mL) and dimethylformamide (0.5 mL) was added acetic acid (20 μL), piperidine (35 μL) and sodium triacetoxyborohydride (81 mg). After 6 h, the reaction was diluted into ethyl acetate, washed with saturated sodium bicarbonate, brine, dried (Na2SO4) and concentrated in vacuo to provide a solid mass. Trituration of the solids with ethyl acetate and methanol affo...